The task is: describe an organic reaction: reactants, conditions, products, and yield. This data is from the Open Reaction Database (ORD), a public repository of structured organic reaction records. As a reaction SMILES: [CH3:1][c:2]1[n:3][c:4]2[n:5]([CH3:27])[c:6]3[c:7]([n:8]2[c:9](=[O:22])[c:10]1-[c:11]1[cH:12][cH:13][c:14]([O:17][C:18]([F:19])([F:20])[F:21])[cH:15][cH:16]1)[cH:23][cH:24][cH:25][cH:26]3.[CH3:44][CH2:45][O-:46].[CH3:47][CH2:48][OH:49].[CH:28]1([CH2:31][O:32][c:33]2[c:34]([CH:35]=[O:36])[cH:37][cH:38][cH:39][c:40]2[O:41][CH3:42])[CH2:29][CH2:30]1.[Na+:43]>>[CH:1]([c:2]1[n:3][c:4]2[n:5]([CH3:27])[c:6]3[c:7]([n:8]2[c:9](=[O:22])[c:10]1-[c:11]1[cH:12][cH:13][c:14]([O:17][C:18]([F:19])([F:20])[F:21])[cH:15][cH:16]1)[cH:23][cH:24][cH:25][cH:26]3)=[CH:35][c:34]1[c:33]([O:32][CH2:31][CH:28]2[CH2:29][CH2:30]2)[c:40]([O:41][CH3:42])[cH:39][cH:38][cH:37]1. Product: COc1cccc(C=Cc2nc3n(C)c4ccccc4n3c(=O)c2-c2ccc(OC(F)(F)F)cc2)c1OCC1CC1. Starting materials: Cc1nc2n(C)c3ccccc3n2c(=O)c1-c1ccc(OC(F)(F)F)cc1, CC[O-], CCO, COc1cccc(C=O)c1OCC1CC1, [Na+].